From a dataset of the Open Reaction Database (ORD), a public repository of structured organic reaction records. describe an organic reaction: reactants, conditions, products, and yield Yields the product O=C(c1ccc(OCc2ccc(F)cc2)cc1F)N1CCCC1CN1CCCC1. The reactants are O=C(c1ccc(O)cc1F)N1CCCC1CN1CCCC1, Fc1ccc(CBr)cc1. Reaction SMILES: [F:1][c:2]1[c:3]([C:9](=[O:10])[N:11]2[CH:12]([CH2:16][N:17]3[CH2:18][CH2:19][CH2:20][CH2:21]3)[CH2:13][CH2:14][CH2:15]2)[cH:4][cH:5][c:6]([OH:8])[cH:7]1.[F:22][c:23]1[cH:24][cH:25][c:26]([CH2:27][Br:28])[cH:29][cH:30]1>>[F:1][c:2]1[c:3]([C:9](=[O:10])[N:11]2[CH:12]([CH2:16][N:17]3[CH2:18][CH2:19][CH2:20][CH2:21]3)[CH2:13][CH2:14][CH2:15]2)[cH:4][cH:5][c:6]([O:8][CH2:27][c:26]2[cH:25][cH:24][c:23]([F:22])[cH:30][cH:29]2)[cH:7]1. Reactants: NC1=CC(=NC=N1)OCCO (2-(6-aminopyrimidin-4-yloxy)ethanol), BrBr (bromine). The solvent is CO (methanol), CO (methanol). Yields the product NC1=C(C(=NC=N1)OCCO)Br (2-(6-amino-5-bromopyrimidin-4-yloxy)ethanol). Isolated yield 104.7%. RXN SMILES: [NH2:1][C:2]1[N:7]=[CH:6][N:5]=[C:4]([O:8][CH2:9][CH2:10][OH:11])[CH:3]=1.[Br:12]Br>CO>[NH2:1][C:2]1[N:7]=[CH:6][N:5]=[C:4]([O:8][CH2:9][CH2:10][OH:11])[C:3]=1[Br:12]. Procedure details: To a suspension of 2-(6-aminopyrimidin-4-yloxy)ethanol (400 mg) in methanol (4 ml) is added dropwise a solution of bromine (437 mg) in methanol (2 ml). The mixture is evaporated to remove the solvent, and the residue is dissolved in ethyl acetate. The mixture is treated with saturated aqueous sodium hydrogen carbonate solution, and extracted with ethyl acetate/tetrahydrofuran. The organic layer is washed, dried, and evaporated to remove the solvent to give 2-(6-amino-5-bromopyrimidin-4-yloxy)eth... Isolated yield 2162.3%. Product: OC1=CC=CC(=C1C(C)=O)OC1OCCCC1 (6′-Hydroxy-2′-(tetrahydropyran-2-yloxy)acetophenone). The solvent is O1CCOCC1 (dioxane), O1CCCC=C1 (3,4-dihydro-2H-pyran), C(C)OCC (diethyl ether). The reactants are OC1=C(C(=CC=C1)O)C(C)=O (2′,6′-Dihydroxyacetophenone), O.C1(=CC=C(C=C1)S(=O)(=O)O)C (p-toluenesulfonic acid monohydrate). RXN SMILES: [OH:1][C:2]1[CH:7]=[CH:6][CH:5]=[C:4]([OH:8])[C:3]=1[C:9](=[O:11])[CH3:10].[OH2:12].[C:13]1(C)C=[CH:17][C:16](S(O)(=O)=O)=[CH:15][CH:14]=1>O1CCOCC1.O1C=CCCC1.C(OCC)C>[OH:1][C:2]1[C:3]([C:9](=[O:11])[CH3:10])=[C:4]([O:8][CH:17]2[CH2:16][CH2:15][CH2:14][CH2:13][O:12]2)[CH:5]=[CH:6][CH:7]=1 |f:1.2|. Run at time 1.5 hour. Reported procedure: 2′,6′-Dihydroxyacetophenone (5.0 g) was dissolved in dioxane (20 mL) and 3,4-dihydro-2H-pyran (16 mL). To the solution was added p-toluenesulfonic acid monohydrate (0.21 g), and the mixture was stirred at room temperature for 1.5 hours. The reaction mixture was diluted with diethyl ether, and the mixture was washed with 5% aqueous potassium carbonate solution. The organic layer was extracted with 2 mol/L aqueous sodium hydroxide solution, and the aqueous layer was neutralized until pH was about ...